From a dataset of the Open Reaction Database (ORD), a public repository of structured organic reaction records. describe an organic reaction: reactants, conditions, products, and yield The reactants are O=C(O)c1cc2cc(Cl)ccc2o1, CC(C)(C)OC(=O)N1CCC(CN)C1. Product: CC(C)(C)OC(=O)N1CCC(CNC(=O)c2cc3cc(Cl)ccc3o2)C1. As a reaction SMILES: [Cl:15][c:16]1[cH:17][cH:18][c:19]2[c:20]([cH:21][c:22]([C:24](=[O:25])[OH:26])[o:23]2)[cH:27]1.[NH2:1][CH2:2][CH:3]1[CH2:4][N:5]([C:8](=[O:9])[O:10][C:11]([CH3:12])([CH3:13])[CH3:14])[CH2:6][CH2:7]1>>[NH:1]([CH2:2][CH:3]1[CH2:4][N:5]([C:8](=[O:9])[O:10][C:11]([CH3:12])([CH3:13])[CH3:14])[CH2:6][CH2:7]1)[C:24]([c:22]1[cH:21][c:20]2[c:19]([cH:18][cH:17][c:16]([Cl:15])[cH:27]2)[o:23]1)=[O:25]. The reactants are COC1=C(COCCCOC2=CC=C(C=C2)C2C(CN(CC2)C(=O)OC(C)(C)C)OCCOS(=O)(=O)C2=CC=C(C=C2)C)C=CC=C1 (tert-butyl 4-{4-[3-(2-methoxybenzyloxy)propoxy]phenyl}-3-[2-(toluene-4-sulphonyloxy)ethoxy]piperidine-1-carboxylate), ClC1=CC(=C(C=C1)CCNC(C)=O)O (N-[2-(4-chloro-2-hydroxyphenyl)ethyl]acetamide). Yields the product C(C)(=O)NCCC1=C(OCCOC2CN(CCC2C2=CC=C(C=C2)OCCCOCC2=C(C=CC=C2)OC)C(=O)OC(C)(C)C)C=C(C=C1)Cl (tert-Butyl 3-{2-[2-(2-acetylaminoethyl)-5-chlorophenoxy]ethoxy}-4-{4-[3-(2-methoxybenzyloxy)propoxy]phenyl}piperidine-1-carboxylate). As a reaction SMILES: [CH3:1][O:2][C:3]1[CH:47]=[CH:46][CH:45]=[CH:44][C:4]=1[CH2:5][O:6][CH2:7][CH2:8][CH2:9][O:10][C:11]1[CH:16]=[CH:15][C:14]([CH:17]2[CH2:22][CH2:21][N:20]([C:23]([O:25][C:26]([CH3:29])([CH3:28])[CH3:27])=[O:24])[CH2:19][CH:18]2[O:30][CH2:31][CH2:32]OS(C2C=CC(C)=CC=2)(=O)=O)=[CH:13][CH:12]=1.[Cl:48][C:49]1[CH:54]=[CH:53][C:52]([CH2:55][CH2:56][NH:57][C:58](=[O:60])[CH3:59])=[C:51]([OH:61])[CH:50]=1>>[C:58]([NH:57][CH2:56][CH2:55][C:52]1[CH:53]=[CH:54][C:49]([Cl:48])=[CH:50][C:51]=1[O:61][CH2:32][CH2:31][O:30][CH:18]1[CH:17]([C:14]2[CH:13]=[CH:12][C:11]([O:10][CH2:9][CH2:8][CH2:7][O:6][CH2:5][C:4]3[CH:44]=[CH:45][CH:46]=[CH:47][C:3]=3[O:2][CH3:1])=[CH:16][CH:15]=2)[CH2:22][CH2:21][N:20]([C:23]([O:25][C:26]([CH3:27])([CH3:29])[CH3:28])=[O:24])[CH2:19]1)(=[O:60])[CH3:59]. Procedure details: Analogously to Method G, 0.458 g of tert-butyl 4-{4-[3-(2-methoxybenzyloxy)propoxy]phenyl}-3-[2-(toluene-4-sulphonyloxy)ethoxy]piperidine-1-carboxylate (Example 14b) and 0.30 g of N-[2-(4-chloro-2-hydroxyphenyl)ethyl]acetamide are reacted. The title compound is obtained as a yellow oil. Rf=0.70 (EtOAc); Rt=5.75. Reactants: Cl.Cl.CC=1C=C(C=C(OCCCONC(=N)N)C1)OS(=O)(=O)C1=C(C=CC=C1)S(=O)(=O)N1CCN(CC1)CC(=O)OCC ({3-[5-methyl-3-(2-(4-(ethoxycarbonylmethyl)piperazin-1-ylsulfonyl)phenylsulfonyloxy)phenoxy]propoxy}guanidine dihydrochloride), C(#N)C(C(=O)O)=CC1=CC=C(C=C1)O (α-cyano-4-hydroxycinnamic acid). Yields the product CC=1C=C(C=C(OCCCONC(=N)N)C1)OS(=O)(=O)C1=C(C=CC=C1)S(=O)(=O)N1CCN(CC1)CC(=O)O ({3-[5-Methyl-3-(2-(4-(carboxymethyl)piperazin-1-ylsulfonyl)phenylsulfonyloxy)phenoxy]propoxy}guanidine). The yield is 85.0%. RXN SMILES: Cl.Cl.[CH3:3][C:4]1[CH:5]=[C:6]([O:19][S:20]([C:23]2[CH:28]=[CH:27][CH:26]=[CH:25][C:24]=2[S:29]([N:32]2[CH2:37][CH2:36][N:35]([CH2:38][C:39]([O:41]CC)=[O:40])[CH2:34][CH2:33]2)(=[O:31])=[O:30])(=[O:22])=[O:21])[CH:7]=[C:8]([CH:18]=1)[O:9][CH2:10][CH2:11][CH2:12][O:13][NH:14][C:15]([NH2:17])=[NH:16].C(C(=CC1C=CC(O)=CC=1)C(O)=O)#N>>[CH3:3][C:4]1[CH:5]=[C:6]([O:19][S:20]([C:23]2[CH:28]=[CH:27][CH:26]=[CH:25][C:24]=2[S:29]([N:32]2[CH2:37][CH2:36][N:35]([CH2:38][C:39]([OH:41])=[O:40])[CH2:34][CH2:33]2)(=[O:30])=[O:31])(=[O:21])=[O:22])[CH:7]=[C:8]([CH:18]=1)[O:9][CH2:10][CH2:11][CH2:12][O:13][NH:14][C:15]([NH2:17])=[NH:16] |f:0.1.2|. Procedure details: The title compound was prepared in 85% yield from {3-[5-methyl-3-(2-(4-(ethoxycarbonylmethyl)piperazin-1-ylsulfonyl)phenylsulfonyloxy)phenoxy]propoxy}guanidine dihydrochloride, as prepared in step b of Example 58, in a manner analogous to Example 27. 1H-NMR (300 MHz, DMSO-d6) δ 11.12 (s, 1H), 8.27 (d, J=7.9 Hz, 1H), 8.18 (d, J=7.9 Hz, 1H), 8.08 (t, J=7.7 Hz, 1H), 7.94 (t, J=7.7 Hz, 1H), 7.69 (br s, 4H), 6.76 (s, 1H), 6.51 (s, 1H), 6.47 (s, 1H), 3.99 (t, J=6.2 Hz, 2H), 3.90 (t, J=6.3 Hz, 2H), 3.4...